From a dataset of the Open Reaction Database (ORD), a public repository of structured organic reaction records. describe an organic reaction: reactants, conditions, products, and yield Reactants: [Cl-].C\C(=C/COC(CN1C=[N+](C=C1)C)=O)\CCC=C(C)C ((E)-1-(2-(3,7-dimethylocta-2,6-dienyloxy)-2-oxoethyl)-3-methyl-1H-imidazol-3-ium Chloride), [Na].CCCCC(CC)COC(=O)CC(C(=O)OCC(CC)CCCC)S(=O)(=O)O (sodium docusate). Run in CC(=O)C.O (acetone H2O), O (H2O). Conditions: time 8 hour. Yields the product C\C(=C/COC(CN1C=[N+](C=C1)C)=O)\CCC=C(C)C.CCCCC(CC)COC(=O)CC(C(=O)OCC(CC)CCCC)S(=O)(=O)O ((E)-1-(2-(3,7-dimethylocta-2,6-dienyloxy)-2-oxoethyl)-3-methyl-1H-imidazol-3-ium Docusate). RXN SMILES: [Cl-].[CH3:2]/[C:3](/[CH2:16][CH2:17][CH:18]=[C:19]([CH3:21])[CH3:20])=[CH:4]\[CH2:5][O:6][C:7](=[O:15])[CH2:8][N:9]1[CH:13]=[CH:12][N+:11]([CH3:14])=[CH:10]1.[Na].[CH3:23][CH2:24][CH2:25][CH2:26][CH:27]([CH2:30][O:31][C:32]([CH2:34][CH:35]([S:47]([OH:50])(=[O:49])=[O:48])[C:36]([O:38][CH2:39][CH:40]([CH2:43][CH2:44][CH2:45][CH3:46])[CH2:41][CH3:42])=[O:37])=[O:33])[CH2:28][CH3:29]>CC(C)=O.O.O>[CH3:2]/[C:3](/[CH2:16][CH2:17][CH:18]=[C:19]([CH3:21])[CH3:20])=[CH:4]\[CH2:5][O:6][C:7](=[O:15])[CH2:8][N:9]1[CH:13]=[CH:12][N+:11]([CH3:14])=[CH:10]1.[CH3:23][CH2:24][CH2:25][CH2:26][CH:27]([CH2:30][O:31][C:32]([CH2:34][CH:35]([S:47]([OH:50])(=[O:49])=[O:48])[C:36]([O:38][CH2:39][CH:40]([CH2:43][CH2:44][CH2:45][CH3:46])[CH2:41][CH3:42])=[O:37])=[O:33])[CH2:28][CH3:29] |f:0.1,2.3,4.5,7.8,^1:21|. Procedure details: Imidazolium chloride [3] (312.8 mg, 1 mmol) and sodium docusate (444.6 mg, 1 mmol) were dissolved in 20 ml of acetone/H2O 1:1 and stirred overnight at room temperature. The remaining suspension was diluted with 50 ml of H2O and extracted with dichloromethane. The organic layer was washed successively with water until no more chloride ions could be detected in the washings (checked by addition of AgNO3 solution), dried over MgSO4 and the solvent was evaporated. Remaining volatile material was rem... Reactants: C(C)(=O)Cl (Acetyl chloride), C(C)(C)NCCCOC1=C(C=C(C=C1)C1=CC2=C(C(=N1)C#N)N=CN2)C(F)(F)F (6-(4-(3-(isopropylamino)propoxy)-3-(trifluoromethyl)phenyl)-1H-imidazo[4,5-c]pyridine-4-carbonitrile), C(C)(C)N(CC)C(C)C (diisopropylethylamine). Run in C1CCOC1 (THF). Reaction conditions: time 1 hour. The product is C(C)(=O)N(C(C)C)CCCOC1=C(C=C(C=C1)C1=CC2=C(C(=N1)C#N)N=CN2C)C(F)(F)F (6-{4-[3-(N-acetyl-N-isopropylamino)propoxy]-3-(trifluoromethyl)-phenyl}-1-methyl-1H-imidazo[4,5-c]pyridine-4-carbonitrile). Reaction SMILES: [C:1](Cl)(=[O:3])[CH3:2].[CH:5]([NH:8][CH2:9][CH2:10][CH2:11][O:12][C:13]1[CH:18]=[CH:17][C:16]([C:19]2[N:24]=[C:23]([C:25]#[N:26])[C:22]3[N:27]=[CH:28][NH:29][C:21]=3[CH:20]=2)=[CH:15][C:14]=1[C:30]([F:33])([F:32])[F:31])([CH3:7])[CH3:6].[CH:34](N(C(C)C)CC)(C)C>C1COCC1>[C:1]([N:8]([CH2:9][CH2:10][CH2:11][O:12][C:13]1[CH:18]=[CH:17][C:16]([C:19]2[N:24]=[C:23]([C:25]#[N:26])[C:22]3[N:27]=[CH:28][N:29]([CH3:34])[C:21]=3[CH:20]=2)=[CH:15][C:14]=1[C:30]([F:31])([F:32])[F:33])[CH:5]([CH3:7])[CH3:6])(=[O:3])[CH3:2]. Procedure: Acetyl chloride (0.008 ml) was added dropwise to a solution of 6-(4-(3-(isopropylamino)propoxy)-3-(trifluoromethyl)phenyl)-1H-imidazo[4,5-c]pyridine-4-carbonitrile (15 mg) and diisopropylethylamine (0.031 ml) in THF (2 ml). The reaction mixture was stirred at room temperature for 1 hour. The product was then purified by acidic prep HPLC to give 6-{4-[3-(N-acetyl-N-isopropylamino)propoxy]-3-(trifluoromethyl)-phenyl}-1-methyl-1H-imidazo[4,5-c]pyridine-4-carbonitrile. 1H NMR (DMSO) δ: 8.72 (s, 1H),... Reactants: acid, O.ON1N=NC2=C1C=CC=C2 (1-Hydroxybenzotriazole hydrate), Cl.CN(CCCN=C=NCC)C (1-(3-Dimethylaminopropyl)-3-ethylcarbodiimide hydrochloride), amine, C(C)(C)N(C(C)C)CC (N,N-Diisopropylethyamine). Run in C(Cl)Cl (methylene chloride). Reaction conditions: time 30 minute. Product: CCN=C=NCCCN(C)C.CCN(C(C)C)C(C)C (EDCI DIPEA). Reaction SMILES: O.ON1C2C=CC=CC=2N=N1.Cl.[CH3:13][N:14]([CH3:23])[CH2:15][CH2:16][CH2:17][N:18]=[C:19]=[N:20][CH2:21][CH3:22].[CH:24]([N:27]([CH2:31][CH3:32])[CH:28]([CH3:30])[CH3:29])([CH3:26])[CH3:25]>C(Cl)Cl>[CH3:22][CH2:21][N:20]=[C:19]=[N:18][CH2:17][CH2:16][CH2:15][N:14]([CH3:23])[CH3:13].[CH3:32][CH2:31][N:27]([CH:28]([CH3:30])[CH3:29])[CH:24]([CH3:26])[CH3:25] |f:0.1,2.3,6.7|. Reported procedure: To a solution of acid (1.1 eq.) and 1-Hydroxybenzotriazole hydrate (HOBT; 1.1 eq.) in an ice-bath under N2 was added 1-(3-Dimethylaminopropyl)-3-ethylcarbodiimide hydrochloride (EDCI;1.1 eq.). The mixture was stirred for 30 minutes. A solution of the amine (1.0 eq.) in dry methylene chloride was added drop-wise followed by N,N-Diisopropylethyamine (DIPEA; 1.5 eq.). The solution was allowed to stir at room temperature overnight. The reaction was quenched with sat. sodium bicarbonate and separated... Reactants: COC(=O)c1ccnc(Br)c1, C#C[Si](C)(C)C, CC#N, CC(C)NC(C)C, I[Cu]I. Product: COC(=O)c1ccnc(C#C[Si](C)(C)C)c1. RXN SMILES: [Br:1][c:2]1[cH:3][c:4]([C:5](=[O:6])[O:7][CH3:8])[cH:9][cH:10][n:11]1.[C:12](#[CH:13])[Si:14]([CH3:15])([CH3:16])[CH3:17].[CH3:28][C:29]#[N:30].[CH:18]([NH:19][CH:20]([CH3:21])[CH3:22])([CH3:23])[CH3:24].[Cu:25]([I:26])[I:27]>>[c:2]1([C:13]#[C:12][Si:14]([CH3:15])([CH3:16])[CH3:17])[cH:3][c:4]([C:5](=[O:6])[O:7][CH3:8])[cH:9][cH:10][n:11]1.